The task is: describe an organic reaction: reactants, conditions, products, and yield. This data is from the Open Reaction Database (ORD), a public repository of structured organic reaction records. The reactants are BrCC1=CC2=CC=CC=C2C=C1 (2-(bromomethyl)naphthalene), ClC=1N=CNC1Cl (4,5-dichloroimidazole), C1CCOC1 (THF), BrCC1=CC(=CC(=C1)CBr)CBr (1,3,5-tris(bromomethyl)benzene), [OH-].[K+] (Potassium hydroxide). The product is [Br-].C1(=CC(=CC(=C1)C[N+]1=CN(C(=C1Cl)Cl)CC1=CC2=CC=CC=C2C=C1)C[N+]1=CN(C(=C1Cl)Cl)CC1=CC2=CC=CC=C2C=C1)C[N+]1=CN(C(=C1Cl)Cl)CC1=CC2=CC=CC=C2C=C1.[Br-].[Br-] (3,3′,3″-(benzene-1,3,5-triyltris(methylene))tris(4,5-dichloro-1-(naphthalen-2-ylmethyl)-1H-imidazol-3-ium) bromide). Reaction SMILES: [Cl:1][C:2]1[N:3]=[CH:4][NH:5][C:6]=1[Cl:7].[OH-].[K+].[Br:10][CH2:11][C:12]1[CH:17]=[C:16]([CH2:18]Br)[CH:15]=[C:14]([CH2:20]Br)[CH:13]=1.[Br:22][CH2:23][C:24]1[CH:33]=[CH:32][C:31]2[C:26](=[CH:27][CH:28]=[CH:29][CH:30]=2)[CH:25]=1.[CH2:34]1[CH2:38]O[CH2:36][CH2:35]1>>[Br-:10].[C:16]1([CH2:18][N+:3]2[C:2]([Cl:1])=[C:6]([Cl:7])[N:5]([CH2:38][C:34]3[CH:28]=[CH:27][C:26]4[C:36](=[CH:32][CH:33]=[CH:24][CH:25]=4)[CH:35]=3)[CH:4]=2)[CH:17]=[C:12]([CH2:11][N+:3]2[C:2]([Cl:1])=[C:6]([Cl:7])[N:5]([CH2:23][C:24]3[CH:33]=[CH:32][C:31]4[C:26](=[CH:27][CH:28]=[CH:29][CH:30]=4)[CH:25]=3)[CH:4]=2)[CH:13]=[C:14]([CH2:20][N+:3]2[C:2]([Cl:1])=[C:6]([Cl:7])[N:5]([CH2:36][C:35]3[CH:31]=[CH:30][C:29]4[C:38](=[CH:38][CH:34]=[CH:35][CH:36]=4)[CH:34]=3)[CH:4]=2)[CH:15]=1.[Br-:22].[Br-:10] |f:1.2,6.7.8.9|. Procedure: 4,5-dichloroimidazole (3.00 g, 21.90 mmol) was dissolved in THF and brought to reflux. Potassium hydroxide (2.46 g, 43.80 mmol) was added to the solution and allowed to reflux for 30 min. 1,3,5-tris(bromomethyl)benzene (2.61, 7.30 mmol) was added to the solution and refluxed overnight. Solution was filtered while hot to remove the KBr precipitate and the filtrate returned to reflux. 2-(bromomethyl)naphthalene (4.84 g, 21.90 mmol) was added to the solution and refluxed for 3 h. The volatiles were... The reactants are CC(=O)OC(C)=O, Cn1nnc(-c2ccc(Oc3cc4nc(-c5ccccn5)[nH]c4cc3C3CCCN3)cc2)n1, ClC(Cl)Cl. Yields the product CC(=O)N1CCCC1c1cc2[nH]c(-c3ccccn3)nc2cc1Oc1ccc(-c2nnn(C)n2)cc1. As a reaction SMILES: [CH3:1][C:2](=[O:3])[O:4][C:5](=[O:6])[CH3:7].[CH3:8][n:9]1[n:10][c:11](-[c:14]2[cH:15][cH:16][c:17]([O:18][c:19]3[cH:20][c:21]4[c:22]([nH:23][c:24](-[c:26]5[n:27][cH:28][cH:29][cH:30][cH:31]5)[n:25]4)[cH:32][c:33]3[CH:34]3[NH:35][CH2:36][CH2:37][CH2:38]3)[cH:39][cH:40]2)[n:12][n:13]1.[CH:41]([Cl:42])([Cl:43])[Cl:44]>>[CH3:1][C:2](=[O:3])[N:35]1[CH:34]([c:33]2[c:19]([O:18][c:17]3[cH:16][cH:15][c:14](-[c:11]4[n:10][n:9]([CH3:8])[n:13][n:12]4)[cH:40][cH:39]3)[cH:20][c:21]3[c:22]([nH:23][c:24](-[c:26]4[n:27][cH:28][cH:29][cH:30][cH:31]4)[n:25]3)[cH:32]2)[CH2:38][CH2:37][CH2:36]1. Starting materials: C(C)OC(CCNC(=O)C1=CC=C2C(=NN(C2=C1)C1CCCC1)CC)=O (3-[(1-cyclopentyl-3-ethyl-1H-indazole-6-carbonyl)-amino]-propionic acid ethyl ester). Solvent: C(C)O (ethanol), [OH-].[Na+] (NaOH). The product is C1(CCCC1)N1N=C(C2=CC=C(C=C12)C(=O)NCCC(=O)O)CC (3-[(1-Cyclopentyl-3-ethyl-1H-indazole-6-carbonyl)-amino]-propionic acid). Yield: 97.7%. Reaction SMILES: C([O:3][C:4](=[O:26])[CH2:5][CH2:6][NH:7][C:8]([C:10]1[CH:18]=[C:17]2[C:13]([C:14]([CH2:24][CH3:25])=[N:15][N:16]2[CH:19]2[CH2:23][CH2:22][CH2:21][CH2:20]2)=[CH:12][CH:11]=1)=[O:9])C>C(O)C.[OH-].[Na+]>[CH:19]1([N:16]2[C:17]3[C:13](=[CH:12][CH:11]=[C:10]([C:8]([NH:7][CH2:6][CH2:5][C:4]([OH:26])=[O:3])=[O:9])[CH:18]=3)[C:14]([CH2:24][CH3:25])=[N:15]2)[CH2:20][CH2:21][CH2:22][CH2:23]1 |f:2.3|. Reported procedure: A mixture of 330 mg (0.923 mmol, 1.0 equiv) 3-[(1-cyclopentyl-3-ethyl-1H-indazole-6-carbonyl)-amino]-propionic acid ethyl ester in 10 mL ethanol and 4 mL 1N NaOH was heated to reflux for 1 h. After cooling to room temperature, the reaction mixture was concentrated, diluted with 75 mL H2O, acidified to pH 1, and extracted 3×35 mL ethyl acetate. The organic extracts were combined, washed 1×25 mL H2O, 1×25 mL brine, and dried over Na2SO4. Filtration, concentration of filtrate on a rotary evaporator...